From a dataset of the Open Reaction Database (ORD), a public repository of structured organic reaction records. describe an organic reaction: reactants, conditions, products, and yield Starting materials: C(C1=CC=C(C(=O)O)C=C1)(=O)O (terephthalic acid), NCCOCCOCCNS(=O)(=O)C1=CC(=CC=C1)C1CN(CC2=C(C=C(C=C12)Cl)Cl)C (N-(2-(2-(2-aminoethoxy)ethoxy)ethyl)-3-(6,8-dichloro-2-methyl-1,2,3,4-tetrahydroisoquinolin-4-yl)benzenesulfonamide), NCCOCCOCCNS(=O)(=O)C1=CC(=CC=C1)C1CN(CC2=C(C=C(C=C12)Cl)Cl)C (N-(2-(2-(2-aminoethoxy)ethoxy)ethyl)-3-(6,8-dichloro-2-methyl-1,2,3,4-tetrahydroisoquinolin-4-yl)benzenesulfonamide). Product: ClC=1C=C2C(CN(CC2=C(C1)Cl)C)C=1C=C(C=CC1)S(=O)(=O)NCCOCCOCCNC(C1=CC=C(C(=O)NCCOCCOCCNS(=O)(=O)C2=CC(=CC=C2)C2CN(CC3=C(C=C(C=C23)Cl)Cl)C)C=C1)=O (N1,N4-bis(2-(2-(2-(3-(6,8-dichloro-2-methyl-1,2,3,4-tetrahydroisoquinolin-4-yl)phenylsulfonamido)ethoxy)ethoxy)ethyl)-terephthalamide). Yield: 63.5%. Reaction SMILES: [C:1]([OH:12])(=O)[C:2]1[CH:10]=[CH:9][C:5]([C:6]([OH:8])=O)=[CH:4][CH:3]=1.[NH2:13][CH2:14][CH2:15][O:16][CH2:17][CH2:18][O:19][CH2:20][CH2:21][NH:22][S:23]([C:26]1[CH:31]=[CH:30][CH:29]=[C:28]([CH:32]2[C:41]3[C:36](=[C:37]([Cl:43])[CH:38]=[C:39]([Cl:42])[CH:40]=3)[CH2:35][N:34]([CH3:44])[CH2:33]2)[CH:27]=1)(=[O:25])=[O:24]>>[Cl:42][C:39]1[CH:40]=[C:41]2[C:36](=[C:37]([Cl:43])[CH:38]=1)[CH2:35][N:34]([CH3:44])[CH2:33][CH:32]2[C:28]1[CH:27]=[C:26]([S:23]([NH:22][CH2:21][CH2:20][O:19][CH2:18][CH2:17][O:16][CH2:15][CH2:14][NH:13][C:6](=[O:8])[C:5]2[CH:4]=[CH:3][C:2]([C:1]([NH:13][CH2:14][CH2:15][O:16][CH2:17][CH2:18][O:19][CH2:20][CH2:21][NH:22][S:23]([C:26]3[CH:31]=[CH:30][CH:29]=[C:28]([CH:32]4[C:41]5[C:36](=[C:37]([Cl:43])[CH:38]=[C:39]([Cl:42])[CH:40]=5)[CH2:35][N:34]([CH3:44])[CH2:33]4)[CH:27]=3)(=[O:25])=[O:24])=[O:12])=[CH:10][CH:9]=2)(=[O:25])=[O:24])[CH:31]=[CH:30][CH:29]=1. Reported procedure: Compound 234 was prepared following the procedures outlined in Example 215 using terephthalic acid (13.8 mg, 0.0833 mmol) and N-(2-(2-(2-aminoethoxy)ethoxy)ethyl)-3-(6,8-dichloro-2-methyl-1,2,3,4-tetrahydroisoquinolin-4-yl)benzenesulfonamide (Compound 168.2, 121.7 mg, 0.167 mmol). Purification by preparative HPLC gave the title compound (60.0 mg) as a TFA salt. 1H-NMR (400 MHz, CD3OD): δ 7.88 (m, 6H), 7.72 (s, 2H), 7.61 (t, 2H), 7.51 (m, 4H), 6.80 (s, 2H), 4.88-4.75 (m, 4H), 4.75 (d, 2H), 4.74 (... Starting materials: BrC=1C=C(C(=NC1)Cl)NS(=O)(=O)C (N-(5-bromo-2-chloropyridin-3-yl)methanesulfonamide), COC1=CC=C2C(=NC=NC2=C1)N1CCOC2=C(C1)C=C(C=C2)B(O)O ({4-[7-(methyloxy)quinazolin-4-yl]-2,3,4,5-tetrahydro-1,4-benzoxazepin-7-yl}boronic acid). Yields the product ClC1=NC=C(C=C1NS(=O)(=O)C)C=1C=CC2=C(CN(CCO2)C2=NC=NC3=CC(=CC=C23)OC)C1 (N-(2-chloro-5-{4-[7-(methyloxy)quinazolin-4-yl]-2,3,4,5-tetrahydro-1,4-benzoxazepin-7-yl}pyridin-3-yl)methanesulfonamide). RXN SMILES: Br[C:2]1[CH:3]=[C:4]([NH:9][S:10]([CH3:13])(=[O:12])=[O:11])[C:5]([Cl:8])=[N:6][CH:7]=1.[CH3:14][O:15][C:16]1[CH:25]=[C:24]2[C:19]([C:20]([N:26]3[CH2:32][C:31]4[CH:33]=[C:34](B(O)O)[CH:35]=[CH:36][C:30]=4[O:29][CH2:28][CH2:27]3)=[N:21][CH:22]=[N:23]2)=[CH:18][CH:17]=1>>[Cl:8][C:5]1[C:4]([NH:9][S:10]([CH3:13])(=[O:12])=[O:11])=[CH:3][C:2]([C:34]2[CH:35]=[CH:36][C:30]3[O:29][CH2:28][CH2:27][N:26]([C:20]4[C:19]5[C:24](=[CH:25][C:16]([O:15][CH3:14])=[CH:17][CH:18]=5)[N:23]=[CH:22][N:21]=4)[CH2:32][C:31]=3[CH:33]=2)=[CH:7][N:6]=1. Procedure: Synthesized according to the method of example 5 using N-(5-bromo-2-chloropyridin-3-yl)methanesulfonamide (reagent preparation 25) and {4-[7-(methyloxy)quinazolin-4-yl]-2,3,4,5-tetrahydro-1,4-benzoxazepin-7-yl}boronic acid (reagent preparation 23) in step 1. 1H NMR (400 MHz, d6-DMSO): 8.92 (br s, 1H), 8.75 (s, 1H), 8.62 (d, 1H), 8.19 (d, 1H), 8.10 (d, 1H), 7.89 (s, 1H), 7.62 (dd, 1H), 7.33 (dd, 1H), 7.25 (d, 1H), 7.04 (d, 1H), 5.41 (s, 2H), 4.65 (s, 2H), 4.47 (s, 2H), 3.96 (s, 3H), 3.19 (s, 3H);... Reactants: C(CC)N1C(=NC2=C(C1=N)C=CS2)OCCC (3-propyl-2-propoxy-3H-thieno[2,3-d]pyrimidine-4-ylidene amine), CI (CH3I), C([O-])([O-])=O.[K+].[K+] (potassium carbonate), CN(C)C=O (DMF). The product is C(CC)N1C(=NC2=C(C1=CN)C=CS2)OCCC ((3-Propyl-2-propoxy-3H-thieno[2,3-d]pyrimidine-4-ylidene)methylamine). Reaction SMILES: [CH2:1]([N:4]1[C:9](=N)[C:8]2[CH:11]=[CH:12][S:13][C:7]=2[N:6]=[C:5]1[O:14][CH2:15][CH2:16][CH3:17])[CH2:2][CH3:3].CI.C(=O)([O-])[O-].[K+].[K+].[CH3:26][N:27](C=O)C>>[CH2:1]([N:4]1[C:9](=[CH:26][NH2:27])[C:8]2[CH:11]=[CH:12][S:13][C:7]=2[N:6]=[C:5]1[O:14][CH2:15][CH2:16][CH3:17])[CH2:2][CH3:3] |f:2.3.4|. Procedure: In a sulfonation flask 4.5 g (0.018 mol) 3-propyl-2-propoxy-3H-thieno[2,3-d]pyrimidine-4-ylidene amine, 5.1 g (0.036 mol) CH3I, 5.0 g (0.036 mol) powdered potassium carbonate and 80 ml of absolute DMF are stirred for 4 hours at an internal temperature of 90-100° C. Then the solvent is distilled off in vacuum, the residue taken up in ethylacetate and the organic phase twice washed with water. After drying the organic phase over Na2SO4 the ethylacetate is distilled off in a water jet vacuum and th... The reactants are N1C(=O)NC(=O)C=C1 (uracil), CC1=CC=C(C=N1)C=O (6-methyl-3-formylpyridine). The product is CC1=CC=C(C=N1)C(C=1C(NC(NC1)=O)=O)O (5-[(6-methyl-3-pyridinyl)hydroxymethyl]-2,4(1H,3H)-pyrimidinedione). As a reaction SMILES: [NH:1]1[CH:8]=[CH:7][C:5](=[O:6])[NH:4][C:2]1=[O:3].[CH3:9][C:10]1[N:15]=[CH:14][C:13]([CH:16]=[O:17])=[CH:12][CH:11]=1>>[CH3:9][C:10]1[N:15]=[CH:14][C:13]([CH:16]([OH:17])[C:7]2[C:5](=[O:6])[NH:4][C:2](=[O:3])[NH:1][CH:8]=2)=[CH:12][CH:11]=1. Procedure details: reacting in a mineral acid medium at a pH up to 5 uracil and 6-methyl-3-formylpyridine to form 5-[(6-methyl-3-pyridinyl)hydroxymethyl]-2,4(1H,3H)-pyrimidinedione.